Dataset: the Open Reaction Database (ORD), a public repository of structured organic reaction records. Task: describe an organic reaction: reactants, conditions, products, and yield Starting materials: NC1=CC=C(C=N1)C1=C(C=C(C=C1)B(O)O)F ((4-(6-aminopyridin-3-yl)-3-fluorophenyl)boronic acid), BrC1=C(C=CC=C1)S(=O)(=O)N[C@H](CO)C ((S)-2-bromo-N-(1-hydroxypropan-2-yl)benzenesulfonamide), C(Cl)Cl (CH2Cl2), C(=O)([O-])[O-].[K+].[K+] (K2CO3). Reagents/catalysts: C1=CC=C(C=C1)P([C-]2C=CC=C2)C3=CC=CC=C3.C1=CC=C(C=C1)P([C-]2C=CC=C2)C3=CC=CC=C3.Cl[Pd]Cl.[Fe+2] (Pd(dppf)Cl2). Solvent: CS(=O)C (DMSO). Conditions: temperature 80 celsius. The product is NC1=CC=C(C=N1)C1=C(C=C(C=C1)C=1C(=CC=CC1)S(=O)(=O)N[C@H](CO)C)F ((S)-4′-(6-Aminopyridin-3-yl)-3′-fluoro-N-(1-hydroxypropan-2-yl)-[1,1′-biphenyl]-2-sulfonamide). Reaction SMILES: [NH2:1][C:2]1[N:7]=[CH:6][C:5]([C:8]2[CH:13]=[CH:12][C:11](B(O)O)=[CH:10][C:9]=2[F:17])=[CH:4][CH:3]=1.Br[C:19]1[CH:24]=[CH:23][CH:22]=[CH:21][C:20]=1[S:25]([NH:28][C@@H:29]([CH3:32])[CH2:30][OH:31])(=[O:27])=[O:26].C(Cl)Cl.C([O-])([O-])=O.[K+].[K+]>C1C=CC(P(C2C=CC=CC=2)[C-]2C=CC=C2)=CC=1.C1C=CC(P(C2C=CC=CC=2)[C-]2C=CC=C2)=CC=1.Cl[Pd]Cl.[Fe+2].CS(C)=O>[NH2:1][C:2]1[N:7]=[CH:6][C:5]([C:8]2[CH:13]=[CH:12][C:11]([C:19]3[C:20]([S:25]([NH:28][C@@H:29]([CH3:32])[CH2:30][OH:31])(=[O:27])=[O:26])=[CH:21][CH:22]=[CH:23][CH:24]=3)=[CH:10][C:9]=2[F:17])=[CH:4][CH:3]=1 |f:3.4.5,6.7.8.9|. Reported procedure: A mixture of (4-(6-aminopyridin-3-yl)-3-fluorophenyl)boronic acid (100 mg, 0.43 mmol), (S)-2-bromo-N-(1-hydroxypropan-2-yl)benzenesulfonamide (160 mg, 0.54 mmol), Pd(dppf)Cl2.CH2Cl2 (18 mg, 0.022 mmol), K2CO3 (340 mg, 2.4 mmol), and DMSO (3 mL) was sparged with nitrogen, then the reaction vessel was sealed and heated at 80° Celsius for 16 hours. The mixture was cooled to rt, then filtered, and subjected to HPLC purification to provide the title compound. MS (CI): mass calcd. for C20H20FN3O3S, 40...